This data is from the Open Reaction Database (ORD), a public repository of structured organic reaction records. The task is: describe an organic reaction: reactants, conditions, products, and yield The reactants are CC(=O)O, O=C(NC(O)C(Cl)(Cl)Cl)c1cc(Cl)ccc1O, [Zn]. Product: O=C(NC=C(Cl)Cl)c1cc(Cl)ccc1O. As a reaction SMILES: [CH3:18][C:19](=[O:20])[OH:21].[OH:1][CH:2]([C:3]([Cl:4])([Cl:5])[Cl:6])[NH:7][C:8]([c:9]1[c:10]([OH:11])[cH:12][cH:13][c:14]([Cl:16])[cH:15]1)=[O:17].[Zn:22]>>[CH:2](=[C:3]([Cl:4])[Cl:5])[NH:7][C:8]([c:9]1[c:10]([OH:11])[cH:12][cH:13][c:14]([Cl:16])[cH:15]1)=[O:17]. Starting materials: CCSCc1nc2ccccc2n1Cc1ccc(-c2ccccc2C(=O)O)cc1, CC(=O)O, OO. Yields the product CCS(=O)Cc1nc2ccccc2n1Cc1ccc(-c2ccccc2C(=O)O)cc1. RXN SMILES: [CH2:1]([CH3:2])[S:3][CH2:4][c:5]1[n:6][c:7]2[c:8]([n:9]1[CH2:10][c:11]1[cH:12][cH:13][c:14](-[c:17]3[c:18]([C:23](=[O:24])[OH:25])[cH:19][cH:20][cH:21][cH:22]3)[cH:15][cH:16]1)[cH:26][cH:27][cH:28][cH:29]2.[CH3:32][C:33](=[O:34])[OH:35].[OH:30][OH:31]>>[CH2:1]([CH3:2])[S:3]([CH2:4][c:5]1[n:6][c:7]2[c:8]([n:9]1[CH2:10][c:11]1[cH:12][cH:13][c:14](-[c:17]3[c:18]([C:23](=[O:24])[OH:25])[cH:19][cH:20][cH:21][cH:22]3)[cH:15][cH:16]1)[cH:26][cH:27][cH:28][cH:29]2)=[O:30]. The reactants are CCOC(=O)CC(C)=O, CCOC(=O)CCC(C)=O, CCOC(=O)CC(C)=NN(C)C. Yields the product CCOC(=O)CCC(C)=NN(C)C. RXN SMILES: [C:11]([O:12][CH2:13][CH3:14])(=[O:15])[CH2:16][C:17]([CH3:18])=[O:19].[C:1]([CH2:2][CH2:3][C:4](=[O:5])[CH3:6])(=[O:7])[O:8][CH2:9][CH3:10].[CH3:20][N:21]([N:22]=[C:23]([CH3:24])[CH2:25][C:26]([O:27][CH2:28][CH3:29])=[O:30])[CH3:31]>>[C:1]([CH2:2][CH2:3][C:4]([CH3:6])=[N:22][N:21]([CH3:20])[CH3:31])(=[O:7])[O:8][CH2:9][CH3:10].